This data is from the Open Reaction Database (ORD), a public repository of structured organic reaction records. The task is: describe an organic reaction: reactants, conditions, products, and yield Starting materials: C([O-])([O-])=O.[K+].[K+] (potassium carbonate), BrCC(=O)OCC (ethyl bromoacetate), Ice water, ClC1=CC=C(C=C1)S(=O)(=O)CCCC=1C=CC(=C(NC(C2=CC(=CC=C2)C=CC=2SC=C(N2)C2=CC=CC=C2)=O)C1)O (5'-[3-(4-Chlorophenylsulfonyl)propyl]-2'-hydroxy-3-[2-(4-phenyl-2-thiazolyl)vinyl]benzanilide). Reagents/catalysts: [Br-].C(CCC)[N+](CCCC)(CCCC)CCCC (tetrabutylammonium bromide). Run in CN(C=O)C (dimethylformamide). Conditions: time 12 hour. Product: ClC1=CC=C(C=C1)S(=O)(=O)CCCC1=CC(=C(OCC(=O)OCC)C=C1)NC(C1=CC(=CC=C1)C=CC=1SC=C(N1)C1=CC=CC=C1)=O (ethyl 4-[3-(4-chlorophenylsulfonyl)propyl]-2-[3-[2-(4-phenyl-2-thiazolyl)vinyl]benzoylamino]phenoxyacetate). Yield: 52.0%. Reaction SMILES: [Cl:1][C:2]1[CH:7]=[CH:6][C:5]([S:8]([CH2:11][CH2:12][CH2:13][C:14]2[CH:15]=[CH:16][C:17]([OH:42])=[C:18]([CH:41]=2)[NH:19][C:20](=[O:40])[C:21]2[CH:26]=[CH:25][CH:24]=[C:23]([CH:27]=[CH:28][C:29]3[S:30][CH:31]=[C:32]([C:34]4[CH:39]=[CH:38][CH:37]=[CH:36][CH:35]=4)[N:33]=3)[CH:22]=2)(=[O:10])=[O:9])=[CH:4][CH:3]=1.C(=O)([O-])[O-].[K+].[K+].Br[CH2:50][C:51]([O:53][CH2:54][CH3:55])=[O:52]>CN(C)C=O.[Br-].C([N+](CCCC)(CCCC)CCCC)CCC>[Cl:1][C:2]1[CH:7]=[CH:6][C:5]([S:8]([CH2:11][CH2:12][CH2:13][C:14]2[CH:15]=[CH:16][C:17]([O:42][CH2:50][C:51]([O:53][CH2:54][CH3:55])=[O:52])=[C:18]([NH:19][C:20](=[O:40])[C:21]3[CH:26]=[CH:25][CH:24]=[C:23]([CH:27]=[CH:28][C:29]4[S:30][CH:31]=[C:32]([C:34]5[CH:39]=[CH:38][CH:37]=[CH:36][CH:35]=5)[N:33]=4)[CH:22]=3)[CH:41]=2)(=[O:10])=[O:9])=[CH:4][CH:3]=1 |f:1.2.3,6.7|. Reported procedure: 5'-[3-(4-Chlorophenylsulfonyl)propyl]-2'-hydroxy-3-[2-(4-phenyl-2-thiazolyl)vinyl]benzanilide (0.60 g, 0.98 mmol) was dissolved in dimethylformamide (6 ml), potassium carbonate (0.20 g, 1.45 mmol), a catalytically effective amount of tetrabutylammonium bromide and ethyl bromoacetate (0.13 ml, 1.17 mmol) were added in that order under ice-cooling, followed by 12 hours of stirring at room temperature. Ice-water was added to the reaction solution and the product formed was extracted twice with benz... Reactants: ClC1=C(C(=CC=C1F)Cl)[C@@H](C)OC=1C2=C(C=NC1[N+](=O)[O-])C=CO2 (7-[(1R)-1-(2,6-dichloro-3-fluorophenyl)ethoxy]-6-nitrofuro[3,2-c]pyridine), Cl (HCl). The reagents and catalysts are [Fe] (Fe). The solvent is CCO (EtOH). Reaction conditions: temperature 95 celsius, time 20 minute. Yields the product ClC1=C(C(=CC=C1F)Cl)[C@@H](C)OC=1C2=C(C=NC1N)C=CO2 (7-[(R)-1-(2,6-dichloro-3-fluorophenyl)-ethoxy]-furo[3,2-c]pyridin-6-ylamine). Yield: 66.6%. As a reaction SMILES: [Cl:1][C:2]1[C:7]([F:8])=[CH:6][CH:5]=[C:4]([Cl:9])[C:3]=1[C@H:10]([O:12][C:13]1[C:14]2[O:24][CH:23]=[CH:22][C:15]=2[CH:16]=[N:17][C:18]=1[N+:19]([O-])=O)[CH3:11].Cl>CCO.[Fe]>[Cl:1][C:2]1[C:7]([F:8])=[CH:6][CH:5]=[C:4]([Cl:9])[C:3]=1[C@H:10]([O:12][C:13]1[C:14]2[O:24][CH:23]=[CH:22][C:15]=2[CH:16]=[N:17][C:18]=1[NH2:19])[CH3:11]. Procedure details: To a solution of 7-[(1R)-1-(2,6-dichloro-3-fluorophenyl)ethoxy]-6-nitrofuro[3,2-c]pyridine (40 mg, 0.11 mmol) in EtOH (1 mL) was added Fe powder (24 mg, 0.43 mmol) and 1M HCl (aq.) (0.05 mL, 0.05 mmol). The reaction mixture was stirred at 95° C. for 20 min. After cooled down to room temperature, the reaction mixture was passed through a pad of Celite. The filtrate was concentrated in vacuo and residue was purified by preparative TLC (5% MeOH in DCM) to afford the title compound as a brown oil (2... Starting materials: [OH-].[Na+] (sodium hydroxide), C(#N)CNC(=O)[C@H]1[C@@H](CCC1)C(=O)OC (Methyl trans-2-{[(cyanomethyl)amino]carbonyl}cyclopentanecarboxylate), Cl (hydrochloric acid). Run in O (water), COCCOC (ethylene glycol dimethyl ether). Reaction conditions: temperature 0 celsius, time 3.5 hour. The product is C(#N)CNC(=O)[C@H]1[C@@H](CCC1)C(=O)O (trans-2-{[(cyanomethyl)amino]carbonyl}cyclopentanecarboxylic acid). Reaction SMILES: [C:1]([CH2:3][NH:4][C:5]([C@@H:7]1[CH2:11][CH2:10][CH2:9][C@H:8]1[C:12]([O:14]C)=[O:13])=[O:6])#[N:2].[OH-].[Na+].Cl>COCCOC.O>[C:1]([CH2:3][NH:4][C:5]([C@@H:7]1[CH2:11][CH2:10][CH2:9][C@H:8]1[C:12]([OH:14])=[O:13])=[O:6])#[N:2] |f:1.2|. Procedure: Methyl trans-2-{[(cyanomethyl)amino]carbonyl}cyclopentanecarboxylate (1.08 g, 5.16 mmol) in ethylene glycol dimethyl ether (6.5 mL) was cooled to 0° C. 2.00 M aqueous sodium hydroxide (2.65 mL) was added and the reaction mixture was stirred at 0° C. for 3.5 h. The pH was adjusted to 5 with 2 M aqueous hydrochloric acid and the reaction mixture was diluted with water. The product was extracted into ethyl acetate, washed with saturated sodium chloride aqueous solution, dried over anhydrous sodium ... Reactants: ClC1OC(=O)C2=C(C=CC=C12)OC1=NC(=CC(=N1)OC)OC (3-chloro-7-[(4,6-dimethoxy-pyrimidin-2-yl)oxy]-phthalide), [F-].[K+] (potassium fluoride), C1COCCOCCOCCOCCOCCO1 (18-crown-6). Yields the product COC1=NC(=NC(=C1)OC)OC=1C=CC=C2C(OC(=O)C12)F (7-[(4,6-dimethoxy-pyrimidin-2-yl)oxy]-3-fluoro-phthalide). RXN SMILES: Cl[CH:2]1[C:11]2[C:6](=[C:7]([O:12][C:13]3[N:18]=[C:17]([O:19][CH3:20])[CH:16]=[C:15]([O:21][CH3:22])[N:14]=3)[CH:8]=[CH:9][CH:10]=2)[C:4](=[O:5])[O:3]1.[F-:23].[K+].C1OCCOCCOCCOCCOCCOC1>>[CH3:22][O:21][C:15]1[CH:16]=[C:17]([O:19][CH3:20])[N:18]=[C:13]([O:12][C:7]2[CH:8]=[CH:9][CH:10]=[C:11]3[C:6]=2[C:4](=[O:5])[O:3][CH:2]3[F:23])[N:14]=1 |f:1.2|. Reported procedure: A mixture of 1.0 g of 3-chloro-7-[(4,6-dimethoxy-pyrimidin-2-yl)oxy]-phthalide (see Example 85) and 0.19 g of spray-dried potassium fluoride and a spatula tip of 18-crown-6 is heated at reflux temperature for 100 minutes. The mixture is then filtered over Celite® and is concentrated by evaporation, and the crude product is recrystallised from ethyl acetate/n-hexane to yield 7-[(4,6-dimethoxy-pyrimidin-2-yl)oxy]-3-fluoro-phthalide, m.p. 172°-174° C. Reactants: [H-].[Al+3].[Li+].[H-].[H-].[H-] (lithium aluminum hydride), CN1C2CC3=C1CCC=1C(C=CNC(C(C13)=O)=O)(C2C)C (1,2,3,4,5,6-hexahydro-3,6,12-trimethyl-2,6-methanopyrrolo[2,3-j][3]benzazocine-10,11(9H)-dione). Solvent: O1CCCC1 (tetrahydrofuran). Run at temperature 0 celsius. Yields the product CN1C2CC3=C1CCC=1C(C=CNC=CC13)(C2C)C (1,2,3,4,5,6-hexahydro-3,6,12-trimethyl-2,6-methano-9H-pyrrolo[2,3-j][3]benzazocine). Isolated yield 35.5%. As a reaction SMILES: [H-].[Al+3].[Li+].[H-].[H-].[H-].[CH3:7][N:8]1[C:12]2[CH2:13][CH2:14][C:15]3[C:16]4([CH3:27])[CH:25]([CH3:26])[CH:9]1[CH2:10][C:11]=2[C:22]=3[C:21](=O)[C:20](=O)[NH:19][CH:18]=[CH:17]4>O1CCCC1>[CH3:7][N:8]1[C:12]2[CH2:13][CH2:14][C:15]3[C:16]4([CH3:27])[CH:25]([CH3:26])[CH:9]1[CH2:10][C:11]=2[C:22]=3[CH:21]=[CH:20][NH:19][CH:18]=[CH:17]4 |f:0.1.2.3.4.5|. Reported procedure: To a stirred slurry of 11.35 g of lithium aluminum hydride and 700 ml of tetrahydrofuran, cooled to 0° C. under nitrogen, was added, via cannula, a solution of 8.50 g of 1,2,3,4,5,6-hexahydro-3,6,12-trimethyl-2,6-methanopyrrolo[2,3-j][3]benzazocine-10,11(9H)-dione. The reaction mixture was refluxed for 3 hours, cooled to 0° C., and quenched with 10% aqueous tetrahydrofuran. The aqueous mixture was then dried over anhydrous sodium sulfate, filtered, and concentrated. The concentrate was purified ... Starting materials: O(C1=CC=CC=C1)CC1CO1 (1-phenoxy-2,3-epoxypropane), CN1C(C2(CCNCC2)C2=CC=CC=C12)=O (1-methyl-2-oxo-indoline-3-spiro-4'-piperidine). The solvent is C(C)O (ethanol). Product: OC(CN1CCC2(CC1)C(N(C1=CC=CC=C12)C)=O)COC1=CC=CC=C1 (1'-(2-hydroxy-3-phenoxypropyl)-1-methyl-2-oxo-indoline-3-spiro-4'-piperidine). RXN SMILES: [O:1]([CH2:8][CH:9]1[O:11][CH2:10]1)[C:2]1[CH:7]=[CH:6][CH:5]=[CH:4][CH:3]=1.[CH3:12][N:13]1[C:26]2[C:21](=[CH:22][CH:23]=[CH:24][CH:25]=2)[C:15]2([CH2:20][CH2:19][NH:18][CH2:17][CH2:16]2)[C:14]1=[O:27]>C(O)C>[OH:11][CH:9]([CH2:8][O:1][C:2]1[CH:3]=[CH:4][CH:5]=[CH:6][CH:7]=1)[CH2:10][N:18]1[CH2:19][CH2:20][C:15]2([C:21]3[C:26](=[CH:25][CH:24]=[CH:23][CH:22]=3)[N:13]([CH3:12])[C:14]2=[O:27])[CH2:16][CH2:17]1. Reported procedure: A mixture of 1.7 g of 1-phenoxy-2,3-epoxypropane, 2 g of 1-methyl-2-oxo-indoline-3-spiro-4'-piperidine and 120 ml of ethanol was refluxed for 3 hours. The resulting mixture was concentrated and crystallized from diisopropylether to give 1'-(2-hydroxy-3-phenoxypropyl)-1-methyl-2-oxo-indoline-3-spiro-4'-piperidine The reactants are CC(C)(C)Nc1ccccc1, CC(C)(C)c1ccc(Nc2nc(Cl)nc3nc(-c4ccccc4C(F)(F)F)ccc23)cc1, CC#N, CCN(C(C)C)C(C)C. RXN SMILES: [C:10]([CH3:11])([CH3:12])([CH3:13])[NH:14][c:15]1[cH:16][cH:17][cH:18][cH:19][cH:20]1.[C:21]([CH3:22])([CH3:23])([CH3:24])[c:25]1[cH:26][cH:27][c:28]([NH:31][c:32]2[c:33]3[c:34]([n:35][c:36]([Cl:38])[n:37]2)[n:39][c:40](-[c:43]2[c:44]([C:49]([F:50])([F:51])[F:52])[cH:45][cH:46][cH:47][cH:48]2)[cH:41][cH:42]3)[cH:29][cH:30]1.[CH3:53][C:54]#[N:55].[CH:1]([N:2]([CH:3]([CH3:4])[CH3:5])[CH2:6][CH3:7])([CH3:8])[CH3:9]>>[C:21]([CH3:22])([CH3:23])([CH3:24])[c:25]1[cH:26][cH:27][c:28]([NH:31][c:32]2[c:33]3[c:34]([n:35][c:36]([Cl:38])[n:37]2)[n:39][c:40](-[c:43]2[c:44]([C:49]([F:50])([F:51])[F:52])[cH:45][cH:46][cH:47][cH:48]2)[cH:41][cH:42]3)[cH:29][cH:30]1.[NH2:14][c:15]1[cH:16][cH:17][cH:18][cH:19][cH:20]1. The product is CC(C)(C)c1ccc(Nc2nc(Cl)nc3nc(-c4ccccc4C(F)(F)F)ccc23)cc1, Nc1ccccc1. RXN SMILES: [C:1]1([CH2:7][CH2:8][CH2:9][CH:10]2[NH:15][C:14](=[O:16])[CH2:13][CH2:12][CH2:11]2)[CH:6]=[CH:5][CH:4]=[CH:3][CH:2]=1.F[B-](F)(F)F.[CH3:22][O+](C)C>>[CH3:22][O:16][C:14]1[CH2:13][CH2:12][CH2:11][CH:10]([CH2:9][CH2:8][CH2:7][C:1]2[CH:2]=[CH:3][CH:4]=[CH:5][CH:6]=2)[N:15]=1 |f:1.2|. Yields the product COC=1CCCC(N1)CCCC1=CC=CC=C1 (2,3,4,5-tetrahydro-6-methoxy-2-(3-phenylpropyl)pyridine). Reactants: C1(=CC=CC=C1)CCCC1CCCC(N1)=O (6-(3-phenylpropyl)piperidin-2-one), F[B-](F)(F)F.C[O+](C)C (trimethyloxonium tetrafluoroborate). Procedure details: The product of Example 99 is reacted with trimethyloxonium tetrafluoroborate by the method of Example 3 to generate the title compound. The reactants are O1CCOCC1 (1,4 dioxane), ClC=1C=C(N)C=CC1SC=1N(C=CN1)C (3-chloro-4-[(1-methyl-1H-imidazol-2-yl)thio]aniline), ClC=1C=2N(C=CN1)N=C(N2)NC2=CC(=CC(=C2)C)C (8-Chloro-[1,2,4]triazolo[1,5-a]pyrazin-2-yl-(3,5-dimethyl-phenyl)-amine), C1(CCCCC1)P(C1=C(C=CC=C1)C1=C(C=CC=C1)N(C)C)C1CCCCC1 (2-dicyclohexylphosphino-2′-(N,N-dimethylamino)biphenyl). Reagents/catalysts: C=1C=CC(=CC1)/C=C/C(=O)/C=C/C2=CC=CC=C2.C=1C=CC(=CC1)/C=C/C(=O)/C=C/C2=CC=CC=C2.C=1C=CC(=CC1)/C=C/C(=O)/C=C/C2=CC=CC=C2.[Pd].[Pd] (tris(dibenzylideneacetone)dipalladium(0)). The solvent is O1CCCC1 (tetrahydrofuran). The product is ClC=1C=C(C=CC1SC=1N(C=CN1)C)NC=1C=2N(C=CN1)N=C(N2)NNC2=CC(=CC(=C2)C)C (N8-{3-Chloro-4-[(1-methyl-1H-imidazol-2-yl)thio]phenyl}-N2-(3,5-dimethyl-phenylamino) [1,2,4]triazolo[1,5-a]pyrazine-2,8-diamine), solid. Yield: 10.4%. RXN SMILES: Cl[C:2]1[C:3]2[N:4]([N:8]=[C:9]([NH:11]C3C=C(C)C=C(C)C=3)[N:10]=2)[CH:5]=[CH:6][N:7]=1.C1(P(C2CCCCC2)[C:27]2C=CC=[CH:29][C:28]=2[C:33]2C=CC=[CH:35][C:34]=2[N:39](C)C)CCCCC1.[Cl:48][C:49]1[CH:50]=[C:51]([CH:53]=[CH:54][C:55]=1[S:56][C:57]1[N:58]([CH3:62])[CH:59]=[CH:60][N:61]=1)[NH2:52].O1[CH2:68][CH2:67]OCC1>O1CCCC1.C1C=CC(/C=C/C(/C=C/C2C=CC=CC=2)=O)=CC=1.C1C=CC(/C=C/C(/C=C/C2C=CC=CC=2)=O)=CC=1.C1C=CC(/C=C/C(/C=C/C2C=CC=CC=2)=O)=CC=1.[Pd].[Pd]>[Cl:48][C:49]1[CH:50]=[C:51]([NH:52][C:2]2[C:3]3[N:4]([N:8]=[C:9]([NH:11][NH:39][C:34]4[CH:33]=[C:28]([CH3:29])[CH:27]=[C:67]([CH3:68])[CH:35]=4)[N:10]=3)[CH:5]=[CH:6][N:7]=2)[CH:53]=[CH:54][C:55]=1[S:56][C:57]1[N:58]([CH3:62])[CH:59]=[CH:60][N:61]=1 |f:5.6.7.8.9|. Procedure: 8-Chloro-[1,2,4]triazolo[1,5-a]pyrazin-2-yl-(3,5-dimethyl-phenyl)-amine (0.1 g, 0.3 mmol), tris(dibenzylideneacetone)dipalladium(0) (14.0 mg, 0.01 mmol), 2-dicyclohexylphosphino-2′-(N,N-dimethylamino)biphenyl (14.4 mg, 0.03 mmol) and 3-chloro-4-[(1-methyl-1H-imidazol-2-yl)thio]aniline (96.6 mg, 0.4 mmol) are taken in dry 1,4 dioxane (3 mL). Lithiumhexamethyldiisilylamide (1 M in tetrahydrofuran) (0.15 mL, 0.1 mmol) is added and the reaction mixture irradiated in the microwave at 150° C. for 45 m...